From a dataset of the Open Reaction Database (ORD), a public repository of structured organic reaction records. describe an organic reaction: reactants, conditions, products, and yield Starting materials: [Na] (Sodium), [Na] (sodium), C(C1=CC=CC=C1)OC1=CC=C(C=C1)C=CC#N (3-(4-benzyloxyphenyl)acrylonitrile), Cl.COC1=CC=C(C=C1)NN (4-methoxyphenylhydrazine hydrochloride). Run in C(C)O (ethanol). Conditions: time 10 minute. The product is C(C1=CC=CC=C1)OC1=CC=C(C=C1)C1CC(=NN1C1=CC=C(C=C1)OC)N (5-[4-(Benzyloxy)phenyl]-1-(4-methoxyphenyl)-4,5-dihydro-1H-pyrazol-3-amine). Reaction SMILES: [Na].Cl.[CH3:3][O:4][C:5]1[CH:10]=[CH:9][C:8]([NH:11][NH2:12])=[CH:7][CH:6]=1.[CH2:13]([O:20][C:21]1[CH:26]=[CH:25][C:24]([CH:27]=[CH:28][C:29]#[N:30])=[CH:23][CH:22]=1)[C:14]1[CH:19]=[CH:18][CH:17]=[CH:16][CH:15]=1>C(O)C>[CH2:13]([O:20][C:21]1[CH:22]=[CH:23][C:24]([CH:27]2[N:11]([C:8]3[CH:9]=[CH:10][C:5]([O:4][CH3:3])=[CH:6][CH:7]=3)[N:12]=[C:29]([NH2:30])[CH2:28]2)=[CH:25][CH:26]=1)[C:14]1[CH:15]=[CH:16][CH:17]=[CH:18][CH:19]=1 |f:1.2,^1:0|. Reported procedure: Sodium (3.19 g) was added portionwise to ethanol (160 ml) After all sodium was dissolved, 4-methoxyphenylhydrazine hydrochloride (14.5 g) was added in one portion to the solution. The mixture was stirred at room temperature for 10 min. To this mixture was added 3-(4-benzyloxyphenyl)acrylonitrile (16.3 g) in one portion, and the mixture was refluxed for 3 days. The solvent is C(C)O (ethanol). As a reaction SMILES: Cl[C:2]1[C:11]2[C:6](=[CH:7][CH:8]=[C:9]([Cl:12])[CH:10]=2)[N:5]=[C:4]([C:13]2[CH:18]=[CH:17][C:16](F)=[CH:15][CH:14]=2)[CH:3]=1.[NH:20]1[CH2:28][CH2:27][CH:23]([C:24]([NH2:26])=[O:25])[CH2:22][CH2:21]1>C(O)C>[Cl:12][C:9]1[CH:10]=[C:11]2[C:6](=[CH:7][CH:8]=1)[N:5]=[C:4]([C:13]1[CH:18]=[CH:17][CH:16]=[CH:15][CH:14]=1)[CH:3]=[C:2]2[N:20]1[CH2:28][CH2:27][CH:23]([C:24]([NH2:26])=[O:25])[CH2:22][CH2:21]1. The reactants are ClC1=CC(=NC2=CC=C(C=C12)Cl)C1=CC=C(C=C1)F (4,6-dichloro-2-(4-fluorophenyl)quinoline), N1CCC(C(=O)N)CC1 (isonipecotamide). Procedure details: The named compound was made in a manner analogous to that of Example 4(c) using 4,6-dichloro-2-(4-fluorophenyl)quinoline and isonipecotamide as starting materials. It was obtained as white needles, mp 253°-255° dec on recrystallization from ethanol. Product: ClC=1C=C2C(=CC(=NC2=CC1)C1=CC=CC=C1)N1CCC(CC1)C(=O)N (1-[6-chloro-2-phenyl-4-quinolinyl]-4-piperidinecarboxamide). Reactants: N#Cc1ccc(Br)cc1Cl, O=C([O-])[O-], [K+], [K+], Cc1ccc(NC(=O)C2(c3ccc4c(c3)OCO4)CC2)cc1B1OC(C)(C)C(C)(C)O1, CN(C)C=O. Yields the product Cc1ccc(NC(=O)C2(c3ccc4c(c3)OCO4)CC2)cc1-c1ccc(C#N)c(Cl)c1. RXN SMILES: [Br:32][c:33]1[cH:34][c:35]([Cl:41])[c:36]([C:37]#[N:38])[cH:39][cH:40]1.[C:42](=[O:43])([O-:44])[O-:45].[K+:46].[K+:47].[O:1]1[CH2:2][O:3][c:4]2[c:5]1[cH:6][cH:7][c:8]([C:10]1([C:13](=[O:14])[NH:15][c:16]3[cH:17][c:18]([B:23]4[O:24][C:25]([CH3:26])([CH3:27])[C:28]([CH3:29])([CH3:30])[O:31]4)[c:19]([CH3:22])[cH:20][cH:21]3)[CH2:11][CH2:12]1)[cH:9]2.[O:48]=[CH:49][N:50]([CH3:51])[CH3:52]>>[O:1]1[CH2:2][O:3][c:4]2[c:5]1[cH:6][cH:7][c:8]([C:10]1([C:13](=[O:14])[NH:15][c:16]3[cH:17][c:18](-[c:33]4[cH:34][c:35]([Cl:41])[c:36]([C:37]#[N:38])[cH:39][cH:40]4)[c:19]([CH3:22])[cH:20][cH:21]3)[CH2:11][CH2:12]1)[cH:9]2. Starting materials: ClC1=CC=C(COC2=CC(NC=C2)=O)C=C1 (4-(4-chlorobenzyloxy)pyridin-2(1H)-one), BrC=1C=CC=2C3=C(N(C2C1)C)CCCN(C3)C(=O)OC(C)(C)C (tert-butyl 8-bromo-6-methyl-3,4,5,6-tetrahydroazepino[4,3-b]indole-2(1H)-carboxylate), OC=1C=CC=C2C=CC=NC12 (8-hydroxyquinoline), C(=O)([O-])[O-].[Cs+].[Cs+] (Cs2CO3). The reagents and catalysts are [Cu]I (CuI). Solvent: CS(=O)C (DMSO). Conditions: temperature 135 celsius, time 5 minute. Yields the product ClC1=CC=C(COC2=CC(N(C=C2)C=2C=CC=3C4=C(N(C3C2)C)CCCN(C4)C(=O)OC(C)(C)C)=O)C=C1 (tert-Butyl 8-(4-(4-chlorobenzyloxy)-2-oxopyridin-1 (2H)-yl)-6-methyl-3,4,5,6-tetrahydroazepino[4,3-b]indole-2 (1H)-carboxylate). Yield: 49.3%. As a reaction SMILES: [Cl:1][C:2]1[CH:16]=[CH:15][C:5]([CH2:6][O:7][C:8]2[CH:13]=[CH:12][NH:11][C:10](=[O:14])[CH:9]=2)=[CH:4][CH:3]=1.Br[C:18]1[CH:19]=[CH:20][C:21]2[C:22]3[CH2:32][N:31]([C:33]([O:35][C:36]([CH3:39])([CH3:38])[CH3:37])=[O:34])[CH2:30][CH2:29][CH2:28][C:23]=3[N:24]([CH3:27])[C:25]=2[CH:26]=1.OC1C=CC=C2C=1N=CC=C2.C([O-])([O-])=O.[Cs+].[Cs+]>CS(C)=O.[Cu]I>[Cl:1][C:2]1[CH:16]=[CH:15][C:5]([CH2:6][O:7][C:8]2[CH:13]=[CH:12][N:11]([C:18]3[CH:19]=[CH:20][C:21]4[C:22]5[CH2:32][N:31]([C:33]([O:35][C:36]([CH3:39])([CH3:38])[CH3:37])=[O:34])[CH2:30][CH2:29][CH2:28][C:23]=5[N:24]([CH3:27])[C:25]=4[CH:26]=3)[C:10](=[O:14])[CH:9]=2)=[CH:4][CH:3]=1 |f:3.4.5|. Procedure details: A suspension of 4-(4-chlorobenzyloxy)pyridin-2(1H)-one (84 mg, 0.38 mmol), tert-butyl 8-bromo-6-methyl-3,4,5,6-tetrahydroazepino[4,3-b]indole-2(1H)-carboxylate (160 mg, 0.42 mmol), 8-hydroxyquinoline (11 mg, 0.076 mmol) and Cs2CO3 (137 mg, 0.42 mmol) in DMSO (10 mL) was degassed under reduced pressure for 40 min. CuI (87.0 mg, 0.42 mmol) was added to the above solution, and the reaction mixture was degassed under reduced pressure for 10 min. The reaction mixture was heated at 135° C. under nitro... The reactants are [BH3-]C#N, C1CCOC1, C1CCOC1, CC(=O)O, COC(=O)CN, CO, [Na+], O=Cc1cccc(O)c1. Yields the product COC(=O)CNCc1cccc(O)c1. Reaction SMILES: [C:20]([BH3-:21])#[N:22].[CH2:24]1[O:25][CH2:26][CH2:27][CH2:28]1.[CH2:29]1[O:30][CH2:31][CH2:32][CH2:33]1.[CH3:16][C:17](=[O:18])[OH:19].[CH3:1][O:2][C:3]([CH2:4][NH2:5])=[O:6].[CH3:34][OH:35].[Na+:23].[OH:7][c:8]1[cH:9][c:10]([CH:11]=[O:12])[cH:13][cH:14][cH:15]1>>[CH3:1][O:2][C:3]([CH2:4][NH:5][CH2:11][c:10]1[cH:9][c:8]([OH:7])[cH:15][cH:14][cH:13]1)=[O:6].